This data is from the Open Reaction Database (ORD), a public repository of structured organic reaction records. The task is: describe an organic reaction: reactants, conditions, products, and yield Reactants: O=C([O-])[O-], CS(C)=O, Cc1ccc(-c2nc(C)c(C)cc2O)nc1, Clc1ccnc2ccccc12, [Cs+], [Cs+], O. Product: Cc1ccc(-c2nc(C)c(C)cc2Oc2ccnc3ccccc23)nc1. Reaction SMILES: [C:32](=[O:33])([O-:34])[O-:35].[CH3:1][S:2](=[O:3])[CH3:4].[CH3:5][c:6]1[cH:7][c:8]([OH:20])[c:9](-[c:13]2[n:14][cH:15][c:16]([CH3:19])[cH:17][cH:18]2)[n:10][c:11]1[CH3:12].[Cl:21][c:22]1[cH:23][cH:24][n:25][c:26]2[cH:27][cH:28][cH:29][cH:30][c:31]12.[Cs+:36].[Cs+:37].[OH2:38]>>[CH3:5][c:6]1[cH:7][c:8]([O:20][c:22]2[cH:23][cH:24][n:25][c:26]3[cH:27][cH:28][cH:29][cH:30][c:31]23)[c:9](-[c:13]2[n:14][cH:15][c:16]([CH3:19])[cH:17][cH:18]2)[n:10][c:11]1[CH3:12]. Reactants: BrCCOCC(=O)N[C@@H]1CN(CC1)C(=O)OC(C)(C)C ((S)-3-[2-(2-Bromoethoxy)acetyl]amino-1-(tert-butoxycarbonyl)pyrrolidine), CNC (dimethylamine). Solvent: O1CCCC1 (tetrahydrofuran). Reaction conditions: time 23 hour. The product is CN(CCOCC(=O)N[C@@H]1CN(CC1)C(=O)OC(C)(C)C)C ((S)-3-[2-[2-(Dimethylamino)ethoxy]acetyl]amino-1-(tert-butoxycarbonyl)pyrrolidine). Reaction SMILES: Br[CH2:2][CH2:3][O:4][CH2:5][C:6]([NH:8][C@H:9]1[CH2:13][CH2:12][N:11]([C:14]([O:16][C:17]([CH3:20])([CH3:19])[CH3:18])=[O:15])[CH2:10]1)=[O:7].[CH3:21][NH:22][CH3:23]>O1CCCC1>[CH3:21][N:22]([CH3:23])[CH2:2][CH2:3][O:4][CH2:5][C:6]([NH:8][C@H:9]1[CH2:13][CH2:12][N:11]([C:14]([O:16][C:17]([CH3:20])([CH3:19])[CH3:18])=[O:15])[CH2:10]1)=[O:7]. Procedure details: A solution of (S)-3-[2-(2-bromoethoxy)acetyl]amino-1-(tert-butoxycarbonyl)pyrrolidine (195 mg) prepared in Step C in tetrahydrofuran (2 ml) was added with dimethylamine (2 M solution in tetrahydrofuran, 4.5 ml, Aldrich) at 0° C., and the mixture was stirred at room temperature for 23 hours. The volatile components were evaporated under reduced pressure, and the residue was added with saturated aqueous sodium hydrogencarbonate, and extracted five times with chloroform. The combined organic layer ...